This data is from the Open Reaction Database (ORD), a public repository of structured organic reaction records. The task is: describe an organic reaction: reactants, conditions, products, and yield Starting materials: Cl (hydrochloride), C1=CC=C2C(=C1)C(=CC(C2=[N+]=[N-])O)S(=O)(=O)O (1-diazo-2-naphthol-4-sulfonic acid), C1=C(C=CC2=CC=CC=C12)O (2-naphthol), C([O-])(O)=O.[Na+] (sodium bicarbonate). The solvent is O (water). Conditions: temperature 60 celsius, time 8 hour. The product is OC=1C=C(C2=CC=CC=C2C1N=NC1=C(C=CC2=CC=CC=C12)O)S(=O)(=O)O (3-hydroxy-4-[(2-hydroxy-1-naphthalenyl)azo]-1-naphthalenesulfonic acid). Yield: 57.5%. Reaction SMILES: [CH:1]1[CH:6]=[C:5]2[C:7]([S:14]([OH:17])(=[O:16])=[O:15])=[CH:8][CH:9]([OH:13])[C:10](=[N+:11]=[N-:12])[C:4]2=[CH:3][CH:2]=1.[CH:18]1[C:27]2[C:22](=[CH:23][CH:24]=[CH:25][CH:26]=2)[CH:21]=[CH:20][C:19]=1[OH:28].C(=O)(O)[O-].[Na+].Cl>O>[OH:13][C:9]1[CH:8]=[C:7]([S:14]([OH:17])(=[O:15])=[O:16])[C:5]2[C:4]([C:10]=1[N:11]=[N:12][C:18]1[C:27]3[C:22](=[CH:23][CH:24]=[CH:25][CH:26]=3)[CH:21]=[CH:20][C:19]=1[OH:28])=[CH:3][CH:2]=[CH:1][CH:6]=2 |f:2.3|. Procedure details: To a stirring solution of 1-diazo-2-naphthol-4-sulfonic acid (1.49 g, 5.95 mmol) and 2-naphthol (0.858 g, 5.95 mmol) in water (20 mL), sodium bicarbonate (1.50 g, 17.85 mmol) was added slowly. The resulting solution was heated at 60° C. with stirring overnight. The solution was cooled to room temperature, and was adjusted to pH=1 with 3 N hydrochloride solution. The purple precipitate was isolated by filtration and washed with water to provide the title compound (1.35 g, 58%) MS(ES) m/z 393 [M−H... The reactants are N1C(C=CC1=O)=O (pyrrole-2,5-dione), FC(C1=NC2=CC=CC=C2C(=C1)SCC(=O)N)(F)F (2-[[2-(trifluoromethyl)-4-quinolinyl]thio]acetamide). Product: C1(=CN2CCCC3=CC=CC1=C23)C=2C(NC(C2SC2=CC(=NC3=CC=CC=C23)C(F)(F)F)=O)=O (3-(5,6-Dihydro-4H-pyrrolo[3,2,1-ij]quinolin-1-yl)-4-(2-trifluoromethyl-quinolin-4-yl-sulfanyl)-pyrrole-2,5-dione). RXN SMILES: [NH:1]1[C:5](=O)[CH:4]=[CH:3][C:2]1=O.[F:8][C:9]([F:26])([F:25])[C:10]1[CH:19]=[C:18]([S:20][CH2:21][C:22]([NH2:24])=[O:23])[C:17]2[C:12](=[CH:13][CH:14]=[CH:15][CH:16]=2)[N:11]=1>>[C:3]1([C:21]2[C:22](=[O:23])[NH:24][C:22](=[O:23])[C:21]=2[S:20][C:18]2[C:17]3[C:12](=[CH:13][CH:14]=[CH:15][CH:16]=3)[N:11]=[C:10]([C:9]([F:8])([F:25])[F:26])[CH:19]=2)[C:4]2=[C:5]3[C:17](=[CH:12][CH:13]=[CH:14]2)[CH2:18][CH2:19][CH2:10][N:1]3[CH:2]=1. Procedure details: 3-(5,6-Dihydro-4H-pyrrolo[3,2,1-ij]quinolin-1-yl)-4¶-trifluoromethyl-quinolin-4-yl-sulfanyl)-pyrrole-2,5-dione was prepared according to Example 1, steps 1-6, employing 2-[[2-(trifluoromethyl)-4-quinolinyl]thio]acetamide in place of indole-3-acetamide in step 6. 1H NMR (CDCl3) 400 MHz δ: 8.3(d, 1H, J=7.6 Hz), 8.11(d, 1H, J=8.4 Hz), 8.05(s, 1H), 7.68-7.82(m, 4H), 7.23(s, 1H), 6.83(m, 2H), 4.21(t, 2H, J=6 Hz), 2.92(t, 2H, J=6 Hz), 2.21(m, 2H). The reactants are O=S(=O)(Cl)c1ccc(Cl)nc1, ClCCl, ClCCl, Cc1cc(N)ccc1CN1CCN(C(=O)OC(C)(C)C)C(C)C1, O, c1ccncc1. The product is Cc1cc(NS(=O)(=O)c2ccc(Cl)nc2)ccc1CN1CCN(C(=O)OC(C)(C)C)C(C)C1. Reaction SMILES: [Cl:30][c:31]1[cH:32][cH:33][c:34]([S:37](=[O:38])(=[O:39])[Cl:40])[cH:35][n:36]1.[Cl:41][CH2:42][Cl:43].[Cl:45][CH2:46][Cl:47].[NH2:1][c:2]1[cH:3][c:4]([CH3:23])[c:5]([CH2:8][N:9]2[CH2:10][CH:11]([CH3:22])[N:12]([C:15](=[O:16])[O:17][C:18]([CH3:19])([CH3:20])[CH3:21])[CH2:13][CH2:14]2)[cH:6][cH:7]1.[OH2:44].[cH:24]1[cH:25][cH:26][n:27][cH:28][cH:29]1>>[NH:1]([c:2]1[cH:3][c:4]([CH3:23])[c:5]([CH2:8][N:9]2[CH2:10][CH:11]([CH3:22])[N:12]([C:15](=[O:16])[O:17][C:18]([CH3:19])([CH3:20])[CH3:21])[CH2:13][CH2:14]2)[cH:6][cH:7]1)[S:37]([c:34]1[cH:33][cH:32][c:31]([Cl:30])[n:36][cH:35]1)(=[O:38])=[O:39].